From a dataset of the Open Reaction Database (ORD), a public repository of structured organic reaction records. describe an organic reaction: reactants, conditions, products, and yield The reactants are COC=1C=C(C=C(C1OC)[N+](=O)[O-])C=1N=C(N(C1)C)C(=O)C=1N(C=C(N1)C1=CC(=C(C(=C1)[N+](=O)[O-])OC)OC)C (3,4-dimethoxy-5-nitrophenyl(1-methylimidazol-2-yl)ketone), Br (hydrobromic acid). Product: Br.OC=1C=C(C=C(C1O)[N+](=O)[O-])C=1N=C(N(C1)C)C(=O)C=1N(C=C(N1)C1=CC(=C(C(=C1)[N+](=O)[O-])O)O)C (3,4-dihydroxy-5-nitrophenyl(1-methyl-imidazol-2-yl)ketone hydrobromide). As a reaction SMILES: C[O:2][C:3]1[CH:4]=[C:5]([C:14]2[N:15]=[C:16]([C:20]([C:22]3[N:23]([CH3:40])[CH:24]=[C:25]([C:27]4[CH:32]=[C:31]([N+:33]([O-:35])=[O:34])[C:30]([O:36]C)=[C:29]([O:38]C)[CH:28]=4)[N:26]=3)=[O:21])[N:17]([CH3:19])[CH:18]=2)[CH:6]=[C:7]([N+:11]([O-:13])=[O:12])[C:8]=1[O:9]C.[BrH:41]>>[BrH:41].[OH:2][C:3]1[CH:4]=[C:5]([C:14]2[N:15]=[C:16]([C:20]([C:22]3[N:23]([CH3:40])[CH:24]=[C:25]([C:27]4[CH:32]=[C:31]([N+:33]([O-:35])=[O:34])[C:30]([OH:36])=[C:29]([OH:38])[CH:28]=4)[N:26]=3)=[O:21])[N:17]([CH3:19])[CH:18]=2)[CH:6]=[C:7]([N+:11]([O-:13])=[O:12])[C:8]=1[OH:9] |f:2.3|. Procedure details: 5.0 g of 3,4-dimethoxy-5-nitrophenyl(1-methylimidazol-2-yl)ketone are treated with 50 ml of hydrobromic acid (48%), whereupon the mixture is stirred under reflux temperature for 2 hours. After cooling the separated precipitate is filtered under suction, washed with ice-water and recrystallized from ethanol. There is obtained 3,4-dihydroxy-5-nitrophenyl(1-methyl-imidazol-2-yl)ketone hydrobromide in the form of yellow crystals of decomposition point>240°.